Task: describe an organic reaction: reactants, conditions, products, and yield. Dataset: the Open Reaction Database (ORD), a public repository of structured organic reaction records The reagents and catalysts are S(=O)(=O)([O-])[O-].[Cu+2] (copper sulphate). Conditions: time 16 hour. Solvent: CC(=O)C (acetone). RXN SMILES: [OH:1][CH:2]([CH:7]([OH:16])[C:8]1[CH:13]=[CH:12][C:11]([O:14][CH3:15])=[CH:10][CH:9]=1)[C:3]([O:5][CH3:6])=[O:4].[C:17]1(C)[CH:22]=CC(S(O)(=O)=O)=C[CH:18]=1>S([O-])([O-])(=O)=O.[Cu+2].CC(C)=O>[CH3:15][O:14][C:11]1[CH:10]=[CH:9][C:8]([CH:7]2[O:16][C:17]([CH3:22])([CH3:18])[O:1][CH:2]2[C:3]([O:5][CH3:6])=[O:4])=[CH:13][CH:12]=1 |f:2.3|. The reactants are OC(C(=O)OC)C(C1=CC=C(C=C1)OC)O (Methyl 2,3-dihydroxy-3-(4-methoxyphenyl)propanoate), C1(=CC=C(C=C1)S(=O)(=O)O)C (para-toluene sulphonic acid). Procedure details: Methyl 2,3-dihydroxy-3-(4-methoxyphenyl)propanoate (3.5 g, 15.5 mmol), copper sulphate anhydrous (4.3 g, 27 mmol, 1.8 equiv.) and acetone (40 ml, excess) were stirred in the presence of a catalytic amount of para-toluene sulphonic acid at 35° C. After 16 hours, the copper sulphate was removed by filtration, and the filtrate was removed and evaporated to dryness on a rotary evaporator. The product was purified by flash column chromatography using DCM as eluant. Evaporation of the appropriate frac... The product is COC1=CC=C(C=C1)C1C(OC(O1)(C)C)C(=O)OC (Methyl 5-(4-methoxyphenyl)-2,2-dimethyl -1,3-dioxolane 4-carboxylate).